This data is from the Open Reaction Database (ORD), a public repository of structured organic reaction records. The task is: describe an organic reaction: reactants, conditions, products, and yield The reactants are COC(=O)c1ccc(OC)c(OCCN2CCOCC2)c1, CO, Cl, [Li+], C1CCOC1, [OH-]. Yields the product COc1ccc(C(=O)O)cc1OCCN1CCOCC1. As a reaction SMILES: [CH3:1][O:2][C:3]([c:4]1[cH:5][c:6]([O:12][CH2:13][CH2:14][N:15]2[CH2:16][CH2:17][O:18][CH2:19][CH2:20]2)[c:7]([O:10][CH3:11])[cH:8][cH:9]1)=[O:21].[CH3:25][OH:26].[ClH:24].[Li+:22].[O:27]1[CH2:28][CH2:29][CH2:30][CH2:31]1.[OH-:23]>>[O:2]=[C:3]([c:4]1[cH:5][c:6]([O:12][CH2:13][CH2:14][N:15]2[CH2:16][CH2:17][O:18][CH2:19][CH2:20]2)[c:7]([O:10][CH3:11])[cH:8][cH:9]1)[OH:21]. Reactants: Cl, CC(C)(C)OC(=O)NC1CCC(F)(F)C1, C1COCCO1. The product is Cl, NC1CCC(F)(F)C1. RXN SMILES: [ClH:1].[F:2][C:3]1([F:16])[CH2:4][CH:5]([NH:8][C:9](=[O:10])[O:11][C:12]([CH3:13])([CH3:14])[CH3:15])[CH2:6][CH2:7]1.[O:17]1[CH2:18][CH2:19][O:20][CH2:21][CH2:22]1>>[ClH:1].[F:2][C:3]1([F:16])[CH2:4][CH:5]([NH2:8])[CH2:6][CH2:7]1. The reactants are ClCc1sc(Br)c(Br)c1Br, Cc1ccccc1, c1ccc(P(c2ccccc2)c2ccccc2)cc1. RXN SMILES: [Br:20][c:21]1[c:22]([CH2:28][Cl:29])[s:23][c:24]([Br:27])[c:25]1[Br:26].[CH3:30][c:31]1[cH:32][cH:33][cH:34][cH:35][cH:36]1.[c:1]1([P:7]([c:8]2[cH:9][cH:10][cH:11][cH:12][cH:13]2)[c:14]2[cH:15][cH:16][cH:17][cH:18][cH:19]2)[cH:2][cH:3][cH:4][cH:5][cH:6]1>>[Cl-:29].[c:1]1([P+:7]([c:8]2[cH:9][cH:10][cH:11][cH:12][cH:13]2)([c:14]2[cH:15][cH:16][cH:17][cH:18][cH:19]2)[CH2:28][c:22]2[c:21]([Br:20])[c:25]([Br:26])[c:24]([Br:27])[s:23]2)[cH:2][cH:3][cH:4][cH:5][cH:6]1. The product is [Cl-], Brc1sc(C[P+](c2ccccc2)(c2ccccc2)c2ccccc2)c(Br)c1Br. Reactants: CCOC(=O)C1CCOc2cc(Oc3ccc(C(=O)NCCc4ccc(Cl)cc4Br)cc3)c(Cl)cc21, Cc1ccccc1, C1CCC(P(C2CCCCC2)C2CCCCC2)CC1, OB(O)C1CC1, [K+], [K+], [K+], CC(=O)[O-], CC(=O)[O-], O, O=P([O-])([O-])[O-], [Pd+2]. The product is CCOC(=O)C1CCOc2cc(Oc3ccc(C(=O)NCCc4ccc(Cl)cc4C4CC4)cc3)c(Cl)cc21. RXN SMILES: [Br:1][c:2]1[c:3]([CH2:4][CH2:5][NH:6][C:7](=[O:8])[c:9]2[cH:10][cH:11][c:12]([O:13][c:14]3[c:15]([Cl:29])[cH:16][c:17]4[c:22]([cH:23]3)[O:21][CH2:20][CH2:19][CH:18]4[C:24](=[O:25])[O:26][CH2:27][CH3:28])[cH:30][cH:31]2)[cH:32][cH:33][c:34]([Cl:36])[cH:35]1.[CH3:70][c:71]1[cH:72][cH:73][cH:74][cH:75][cH:76]1.[CH:45]1([P:46]([CH:50]2[CH2:51][CH2:52][CH2:53][CH2:54][CH2:55]2)[CH:58]2[CH2:49][CH2:48][CH2:47][CH2:62][CH2:63]2)[CH2:56][CH2:57][CH2:59][CH2:60][CH2:61]1.[CH:64]1([B:65]([OH:66])[OH:67])[CH2:68][CH2:69]1.[K+:42].[K+:43].[K+:44].[O-:78][C:79]([CH3:80])=[O:81].[O-:82][C:83]([CH3:84])=[O:85].[OH2:86].[P:37]([O-:38])([O-:39])([O-:40])=[O:41].[Pd+2:77]>>[c:2]1([CH:62]2[CH2:58][CH2:63]2)[c:3]([CH2:4][CH2:5][NH:6][C:7](=[O:8])[c:9]2[cH:10][cH:11][c:12]([O:13][c:14]3[c:15]([Cl:29])[cH:16][c:17]4[c:22]([cH:23]3)[O:21][CH2:20][CH2:19][CH:18]4[C:24](=[O:25])[O:26][CH2:27][CH3:28])[cH:30][cH:31]2)[cH:32][cH:33][c:34]([Cl:36])[cH:35]1. Reactants: Cl2Pd(AmPhos), BrC1=C(C=C(C=C1)C(F)(F)F)N1CCOCC1 (4-(2-bromo-5-(trifluoromethyl)phenyl)morpholine), BrC1=C(C=C(C=C1)C(F)(F)F)N1CCOCC1 (4-(2-bromo-5-(trifluoromethyl)phenyl)morpholine), CC1(OB(OC1(C)C)C1=C2CCN(CC2=CC=C1)S(=O)(=O)NC1=NC=NS1)C (5-(4,4,5,5-tetramethyl-1,3,2-dioxaborolan-2-yl)-N-(1,2,4-thiadiazol-5-yl)-3,4-dihydroisoquinoline-2(1H)-sulfonamide), CC1(OB(OC1(C)C)C1=C2CCN(CC2=CC=C1)S(=O)(=O)NC1=NC=NS1)C (5-(4,4,5,5-tetramethyl-1,3,2-dioxaborolan-2-yl)-N-(1,2,4-thiadiazol-5-yl)-3,4-dihydroisoquinoline-2(1H)-sulfonamide), P(=O)([O-])([O-])[O-].[K+].[K+].[K+] (potassium phosphate). Run in O1CCOCC1 (dioxane), O (water), CCOC(=O)C (EtOAc). Yields the product O1CCN(CC1)C1=C(C=CC(=C1)C(F)(F)F)C1=C2CCN(CC2=CC=C1)S(=O)(=O)NC1=NC=NS1 (5-(2-morpholino-4-(trifluoromethyl)phenyl)-N-(1,2,4-thiadiazol-5-yl)-3,4-dihydroisoquinoline-2(1H)-sulfonamide). The yield is 9.1%. As a reaction SMILES: Br[C:2]1[CH:7]=[CH:6][C:5]([C:8]([F:11])([F:10])[F:9])=[CH:4][C:3]=1[N:12]1[CH2:17][CH2:16][O:15][CH2:14][CH2:13]1.CC1(C)C(C)(C)OB([C:26]2[CH:35]=[CH:34][CH:33]=[C:32]3[C:27]=2[CH2:28][CH2:29][N:30]([S:36]([NH:39][C:40]2[S:44][N:43]=[CH:42][N:41]=2)(=[O:38])=[O:37])[CH2:31]3)O1.P([O-])([O-])([O-])=O.[K+].[K+].[K+]>O1CCOCC1.O.CCOC(C)=O>[O:15]1[CH2:16][CH2:17][N:12]([C:3]2[CH:4]=[C:5]([C:8]([F:11])([F:10])[F:9])[CH:6]=[CH:7][C:2]=2[C:26]2[CH:35]=[CH:34][CH:33]=[C:32]3[C:27]=2[CH2:28][CH2:29][N:30]([S:36]([NH:39][C:40]2[S:44][N:43]=[CH:42][N:41]=2)(=[O:37])=[O:38])[CH2:31]3)[CH2:13][CH2:14]1 |f:2.3.4.5|. Procedure details: A solution of Cl2Pd(AmPhos) (Sigma-Aldrich, St. Louis, Mo., 0.023 g, 0.033 mmol), 4-(2-bromo-5-(trifluoromethyl)phenyl)morpholine (Intermediate G, 0.154 g, 0.497 mmol), 5-(4,4,5,5-tetramethyl-1,3,2-dioxaborolan-2-yl)-N-(1,2,4-thiadiazol-5-yl)-3,4-dihydroisoquinoline-2(1H)-sulfonamide (Intermediate F, 0.140 g, 0.331 mmol), and potassium phosphate (0.281 g, 1.326 mmol) in 2.5 mL dioxane and 1 mL water was heated to 100° C. 2 hours. The reaction mixture was cooled to rt, diluted with EtOAc and wash...